Dataset: the Open Reaction Database (ORD), a public repository of structured organic reaction records. Task: describe an organic reaction: reactants, conditions, products, and yield The reactants are C[Si](C)(C)CCOCn1cc(C=O)c2nc(Br)cnc21, O=C([O-])[O-], CNCCNC, CCOC(C)=O, O=C1NCc2c(Cl)cccc21, [Cu]I, [K+], [K+]. The product is C[Si](C)(C)CCOCn1cc(C=O)c2nc(N3Cc4c(Cl)cccc4C3=O)cnc21. Reaction SMILES: [Br:1][c:2]1[n:3][c:4]2[c:5]([n:6][cH:7]1)[n:8]([CH2:13][O:14][CH2:15][CH2:16][Si:17]([CH3:18])([CH3:19])[CH3:20])[cH:9][c:10]2[CH:11]=[O:12].[C:38](=[O:39])([O-:40])[O-:41].[CH3:32][NH:33][CH2:34][CH2:35][NH:36][CH3:37].[CH3:44][CH2:45][O:46][C:47]([CH3:48])=[O:49].[Cl:21][c:22]1[c:23]2[c:27]([cH:28][cH:29][cH:30]1)[C:26](=[O:31])[NH:25][CH2:24]2.[Cu:50][I:51].[K+:42].[K+:43]>>[c:2]1([N:25]2[CH2:24][c:23]3[c:22]([Cl:21])[cH:30][cH:29][cH:28][c:27]3[C:26]2=[O:31])[n:3][c:4]2[c:5]([n:6][cH:7]1)[n:8]([CH2:13][O:14][CH2:15][CH2:16][Si:17]([CH3:18])([CH3:19])[CH3:20])[cH:9][c:10]2[CH:11]=[O:12]. Reactants: CP(OC)(OC)=O (dimethyl methylphosphonate), C(CCC)[Li] (n-butyl lithium), FC=1C=C(C(=O)OC)C=CC1 (methyl m-fluorobenzoate). Run in C(C)(=O)O (acetic acid), O (water), C1CCOC1 (THF). Reaction conditions: temperature 0 celsius, time 30 minute. Product: FC=1C=C(C=CC1)C(CP(OC)(OC)=O)=O (dimethyl 2-m-fluorophenyl-2-oxo-ethylphosphonate). The yield is 83.8%. Reaction SMILES: [CH3:1][P:2](=[O:7])([O:5][CH3:6])[O:3][CH3:4].C([Li])CCC.[F:13][C:14]1[CH:15]=[C:16]([CH:21]=[CH:22][CH:23]=1)[C:17](OC)=[O:18]>C1COCC1.C(O)(=O)C.O>[F:13][C:14]1[CH:15]=[C:16]([C:17](=[O:18])[CH2:1][P:2](=[O:7])([O:5][CH3:6])[O:3][CH3:4])[CH:21]=[CH:22][CH:23]=1. Reported procedure: To a stirred solution of dimethyl methylphosphonate (10.1 g, 81.2 mmol) in 100 ml of anhydrous THF was added dropwise n-butyl lithium (1.58N, 51.4 ml, 81.2 mmol) at -78° C. under argon atmosphere. After 30 minutes, methyl m-fluorobenzoate (5.0 g, 32 mmol) was further added dropwise and the mixture was stirred for 30 minutes. The reaction solution was allowed to warm to 0° C., diluted with 4.9 ml of acetic acid and 10 ml of water, and concentrated. 30 ml of water was added to the residue and the ... The reactants are CC(C)(CCOP(=O)(OCc1ccccc1)OCc1ccccc1)C(=O)O, O=C(Cl)C(=O)Cl, ClCCl, CN(C)C=O. Product: CC(C)(CCOP(=O)(OCc1ccccc1)OCc1ccccc1)C(=O)Cl. As a reaction SMILES: [CH2:1]([c:2]1[cH:3][cH:4][cH:5][cH:6][cH:7]1)[O:8][P:9](=[O:10])([O:11][CH2:12][c:13]1[cH:14][cH:15][cH:16][cH:17][cH:18]1)[O:19][CH2:20][CH2:21][C:22]([C:23](=[O:24])[OH:25])([CH3:26])[CH3:27].[Cl:33][C:34]([C:35]([Cl:36])=[O:37])=[O:38].[Cl:39][CH2:40][Cl:41].[O:28]=[CH:29][N:30]([CH3:31])[CH3:32]>>[CH2:1]([c:2]1[cH:3][cH:4][cH:5][cH:6][cH:7]1)[O:8][P:9](=[O:10])([O:11][CH2:12][c:13]1[cH:14][cH:15][cH:16][cH:17][cH:18]1)[O:19][CH2:20][CH2:21][C:22]([C:23](=[O:24])[Cl:33])([CH3:26])[CH3:27]. Starting materials: ClC1=C(C=C(C(=O)C2=CC=CC=C2)C=C1)[N+](=O)[O-] (4-chloro-3-nitrobenzophenone), C(=O)(OC(C)(C)C)N1CCNCC1 (1-Boc-piperazine), TEA. The solvent is CN1CCCC1=O (NMP). Product: C(C1=CC=CC=C1)(=O)C1=CC(=C(C=C1)N1CCN(CC1)C(=O)OC(C)(C)C)[N+](=O)[O-] (tert-butyl 4-(4-benzoyl-2-nitrophenyl)piperazine-1-carboxylate). Isolated yield 93.0%. As a reaction SMILES: Cl[C:2]1[CH:15]=[CH:14][C:5]([C:6]([C:8]2[CH:13]=[CH:12][CH:11]=[CH:10][CH:9]=2)=[O:7])=[CH:4][C:3]=1[N+:16]([O-:18])=[O:17].[C:19]([N:26]1[CH2:31][CH2:30][NH:29][CH2:28][CH2:27]1)([O:21][C:22]([CH3:25])([CH3:24])[CH3:23])=[O:20]>CN1C(=O)CCC1>[C:6]([C:5]1[CH:14]=[CH:15][C:2]([N:29]2[CH2:28][CH2:27][N:26]([C:19]([O:21][C:22]([CH3:25])([CH3:24])[CH3:23])=[O:20])[CH2:31][CH2:30]2)=[C:3]([N+:16]([O-:18])=[O:17])[CH:4]=1)(=[O:7])[C:8]1[CH:13]=[CH:12][CH:11]=[CH:10][CH:9]=1. Procedure: Method 1 was followed using 4-chloro-3-nitrobenzophenone (1.0 eq), 1-Boc-piperazine (1.1 eq), and TEA (2.0 eq) in NMP yielding tert-butyl 4-(4-benzoyl-2-nitrophenyl)piperazine-1-carboxylate (93%). LCMS (m/z): 412.2 (MH+); LC Rt=3.59 min.